From a dataset of the Open Reaction Database (ORD), a public repository of structured organic reaction records. describe an organic reaction: reactants, conditions, products, and yield Starting materials: CC1=C(C(=CC(=C1)C)C)S(=O)(=O)N1C(=CC=C1)CO ([1-(2,4,6-Trimethyl-benzenesulfonyl)-1H-pyrrol-2-yl]-methanol), O=S(Cl)Cl (SOCl2). Solvent: C(Cl)(Cl)Cl (CHCl3). Conditions: time 45 minute. Product: ClCC=1N(C=CC1)S(=O)(=O)C1=C(C=C(C=C1C)C)C (2-Chloromethyl-1-(2,4,6-trimethyl-benzenesulfonyl)-1H-pyrrole), solid. Yield: 100.0%. RXN SMILES: [CH3:1][C:2]1[CH:7]=[C:6]([CH3:8])[CH:5]=[C:4]([CH3:9])[C:3]=1[S:10]([N:13]1[CH:17]=[CH:16][CH:15]=[C:14]1[CH2:18]O)(=[O:12])=[O:11].O=S(Cl)[Cl:22]>C(Cl)(Cl)Cl>[Cl:22][CH2:18][C:14]1[N:13]([S:10]([C:3]2[C:2]([CH3:1])=[CH:7][C:6]([CH3:8])=[CH:5][C:4]=2[CH3:9])(=[O:12])=[O:11])[CH:17]=[CH:16][CH:15]=1. Procedure details: A solution of [1-(2,4,6-Trimethyl-benzenesulfonyl)-1H-pyrrol-2-yl]-methanol (1.4 g, 5.0 mmol) in CHCl3 (25 ml) was cooled with an ice bath. SOCl2 (1.1 ml, 15 mmol) was added slowly. The solution was allowed to warm to rt, and held an additional 45 min. The solution was then concentrated under reduced pressure. 2-Chloromethyl-1-(2,4,6-trimethyl-benzenesulfonyl)-1H-pyrrole was obtained as a brown solid (1.5 g, 100%). 1H NMR (CDCl3) δ 7.28 (dd, 1H, J=3.3, 1.7 Hz), 6.98 (s, 2H), 6.38–6.34 (m, 1H), 6...